This data is from the Open Reaction Database (ORD), a public repository of structured organic reaction records. The task is: describe an organic reaction: reactants, conditions, products, and yield Reactants: C1(=CC=CC=C1)C(N1CC(C1)N1CCNCC1)C1=CC=CC=C1 (1-[1-(diphenylmethyl)azetidin-3-yl]piperazine), C(=O)([O-])[O-].[K+].[K+] (K2CO3), C(CC)(=O)Cl (propionyl chloride). Solvent: C(C)#N (acetonitrile). Reaction conditions: time 16 hour. The product is C1(=CC=CC=C1)C(N1CC(C1)N1CCN(CC1)C(CC)=O)C1=CC=CC=C1 (1-[1-(diphenylmethyl)azetidin-3-yl]-4-propionylpiperazine). The yield is 73.4%. As a reaction SMILES: [C:1]1([CH:7]([C:18]2[CH:23]=[CH:22][CH:21]=[CH:20][CH:19]=2)[N:8]2[CH2:11][CH:10]([N:12]3[CH2:17][CH2:16][NH:15][CH2:14][CH2:13]3)[CH2:9]2)[CH:6]=[CH:5][CH:4]=[CH:3][CH:2]=1.C([O-])([O-])=O.[K+].[K+].[C:30](Cl)(=[O:33])[CH2:31][CH3:32]>C(#N)C>[C:18]1([CH:7]([C:1]2[CH:2]=[CH:3][CH:4]=[CH:5][CH:6]=2)[N:8]2[CH2:9][CH:10]([N:12]3[CH2:17][CH2:16][N:15]([C:30](=[O:33])[CH2:31][CH3:32])[CH2:14][CH2:13]3)[CH2:11]2)[CH:23]=[CH:22][CH:21]=[CH:20][CH:19]=1 |f:1.2.3|. Procedure: A mixture of 1-[1-(diphenylmethyl)azetidin-3-yl]piperazine (250 mg, 0.81 mmol), K2CO3 (146 mg, 1.1 mmol), propionyl chloride (98 mg, 1.1 mmol) and acetonitrile (6 mL) was stirred at RT for 16 h. The mixture was filtered through a phase separator column and the solvent was removed by evaporation. The residue was dissolved in methylene chloride and the solution washed with aqueous NaHCO3. The organic phase was separated by using a phase separator column and then the solvent was removed by evaporat...